This data is from the Open Reaction Database (ORD), a public repository of structured organic reaction records. The task is: describe an organic reaction: reactants, conditions, products, and yield Starting materials: COCc1cnc2c(Cl)cccc2c1, [Na+], [OH-], O, O, O, O, O, O, O=S(=O)(O)O. Yields the product COCc1cnc2c(O)cccc2c1. Reaction SMILES: [Cl:1][c:2]1[cH:3][cH:4][cH:5][c:6]2[cH:7][c:8]([CH2:12][O:13][CH3:14])[cH:9][n:10][c:11]12.[Na+:16].[OH-:15].[OH2:17].[OH2:18].[OH2:19].[OH2:20].[OH2:21].[OH2:27].[S:22](=[O:23])([OH:24])([OH:25])=[O:26]>>[c:2]1([OH:23])[cH:3][cH:4][cH:5][c:6]2[cH:7][c:8]([CH2:12][O:13][CH3:14])[cH:9][n:10][c:11]12. The reactants are O1CCCC2=C1C=CC(=C2)C=2N=C1N(C=CC=C1)C2C(C(=O)OCC)O (ethyl 2-[2-(3,4-dihydro-2H-1-benzopyran-6-yl)imidazo[1,2-a]pyridin-3-yl]-2-hydroxyacetate), Cl(=O)(=O)(=O)O (perchloric acid), C([O-])(O)=O.[Na+] (sodium bicarbonate). The solvent is C(C)(=O)OC(C)(C)C (tert-butyl acetate). Conditions: temperature 0 celsius, time 2 hour. Yields the product C(C)(C)(C)OC(C(=O)OCC)C1=C(N=C2N1C=CC=C2)C=2C=CC1=C(CCCO1)C2 (ethyl 2-(tert-butoxy)-2-[2-(3,4-dihydro-2H-1-benzopyran-6-yl)imidazo[1,2-a]pyridin-3-yl]acetate). Isolated yield 124.0%. As a reaction SMILES: [O:1]1[C:6]2[CH:7]=[CH:8][C:9]([C:11]3[N:12]=[C:13]4[CH:18]=[CH:17][CH:16]=[CH:15][N:14]4[C:19]=3[CH:20]([OH:26])[C:21]([O:23][CH2:24][CH3:25])=[O:22])=[CH:10][C:5]=2[CH2:4][CH2:3][CH2:2]1.Cl(O)(=O)(=O)=O.C(=O)(O)[O-].[Na+]>C(OC(C)(C)C)(=O)C>[C:5]([O:26][CH:20]([C:19]1[N:14]2[CH:15]=[CH:16][CH:17]=[CH:18][C:13]2=[N:12][C:11]=1[C:9]1[CH:8]=[CH:7][C:6]2[O:1][CH2:2][CH2:3][CH2:4][C:5]=2[CH:10]=1)[C:21]([O:23][CH2:24][CH3:25])=[O:22])([CH3:10])([CH3:6])[CH3:4] |f:2.3|. Reported procedure: To a solution of ethyl 2-[2-(3,4-dihydro-2H-1-benzopyran-6-yl)imidazo[1,2-a]pyridin-3-yl]-2-hydroxyacetate (53 mg, 0.15 mmol) in tert-butyl acetate (4.6 mL) at −20° C. was added perchloric acid (0.6 mL). The mixture was stirred at 0° C. for 2 hours before being poured into a saturated aqueous solution of sodium bicarbonate (10 mL). The layers were separated and the aqueous layer was extracted with ethyl acetate (2×10 mL). The organic layers were dried over sodium sulfate and concentrated in vacu...